This data is from the Open Reaction Database (ORD), a public repository of structured organic reaction records. The task is: describe an organic reaction: reactants, conditions, products, and yield The reactants are CSC1=C2C(=C(N=N1)SC)C=NC(=C2)C2=CC=CC=C2 (1,4-dimethylmercapto-7-phenylpyrido[3,4-d]pyridazine), N1CCOCC1 (morpholine). Run at temperature 180 celsius. The product is O1CCN(CC1)C1=C2C(=C(N=N1)N1CCOCC1)C=NC(=C2)C2=CC=CC=C2 (1,4-dimorpholino-7-phenylpyrido[3,4-d]pyridazine). As a reaction SMILES: CS[C:3]1[N:8]=[N:7][C:6](SC)=[C:5]2[CH:11]=[N:12][C:13]([C:15]3[CH:20]=[CH:19][CH:18]=[CH:17][CH:16]=3)=[CH:14][C:4]=12.[NH:21]1[CH2:26][CH2:25][O:24][CH2:23][CH2:22]1>>[O:24]1[CH2:25][CH2:26][N:21]([C:3]2[N:8]=[N:7][C:6]([N:21]3[CH2:26][CH2:25][O:24][CH2:23][CH2:22]3)=[C:5]3[CH:11]=[N:12][C:13]([C:15]4[CH:20]=[CH:19][CH:18]=[CH:17][CH:16]=4)=[CH:14][C:4]=23)[CH2:22][CH2:23]1. Procedure: 1 part by weight of 1,4-dimethylmercapto-7-phenylpyrido[3,4-d]pyridazine and 10 parts by volume of morpholine are placed in a glass tube, and the glass tube is sealed. The reaction system is heated at 180°C for 8 hours. The excess amount of morpholine is removed by evaporating under reduced pressure, and water is added to the residue. Thus precipitated crude crystals are collected by filtration. The crude crystals are adsorbed on a column packed with silica-gel, followed by eluting with a mixtur... The reactants are COC(C1=CC(=CC=C1)C(C1=CC=CC=C1)=O)=O (3-benzoyl-benzoic acid methyl ester), C(C)[SiH](CC)CC (triethylsilane). Run in C(C)(=O)OCC (ethyl acetate), FC(C(=O)O)(F)F (trifluoroacetic acid). Product: COC(C1=CC(=CC=C1)CC1=CC=CC=C1)=O (3-benzyl-benzoic acid methyl ester). Isolated yield 95.6%. As a reaction SMILES: [CH3:1][O:2][C:3](=[O:18])[C:4]1[CH:9]=[CH:8][CH:7]=[C:6]([C:10](=O)[C:11]2[CH:16]=[CH:15][CH:14]=[CH:13][CH:12]=2)[CH:5]=1.C([SiH](CC)CC)C>FC(F)(F)C(O)=O.C(OCC)(=O)C>[CH3:1][O:2][C:3](=[O:18])[C:4]1[CH:9]=[CH:8][CH:7]=[C:6]([CH2:10][C:11]2[CH:16]=[CH:15][CH:14]=[CH:13][CH:12]=2)[CH:5]=1. Procedure details: 3-benzoyl-benzoic acid methyl ester (653 mg, 2.72 mmol) was stirred in trifluoroacetic acid (3 mL) with triethylsilane (1.3 mL, 8.15 mmol) at room temperature for 22 h. The reaction mixture was diluted with ethyl acetate and washed with an aqueous NaHCO3 solution. The organic layer was dried over MgSO4, filtered and concentrated. The resultant oil was subjected to column chromatography (25 hexanes: 1 ethyl acetate) to provide 3-benzyl-benzoic acid methyl ester (589 mg, 2.6 mmol) as an oil. The reactants are CCN(CCC=O)C(=O)Nc1nnc(C2CCC2)s1, Cl, O. Product: CCN1CCC(O)N(c2nnc(C3CCC3)s2)C1=O. Reaction SMILES: [CH2:1]([CH3:2])[N:3]([C:4](=[O:5])[NH:6][c:7]1[s:8][c:9]([CH:12]2[CH2:13][CH2:14][CH2:15]2)[n:10][n:11]1)[CH2:16][CH2:17][CH:18]=[O:19].[ClH:20].[OH2:21]>>[CH2:1]([CH3:2])[N:3]1[C:4](=[O:5])[N:6]([c:7]2[s:8][c:9]([CH:12]3[CH2:13][CH2:14][CH2:15]3)[n:10][n:11]2)[CH:18]([OH:19])[CH2:17][CH2:16]1. The reactants are C, O=C1C(c2ccccc2F)CC2CN(C(=O)OCc3ccccc3)CCC12, CO, [Pd]. Yields the product O=C1C(c2ccccc2F)CC2CNCCC12. As a reaction SMILES: [C:30].[CH2:1]([O:2][C:3](=[O:4])[N:11]1[CH2:12][CH:13]2[CH2:14][CH:15]([c:21]3[c:22]([F:27])[cH:23][cH:24][cH:25][cH:26]3)[C:16](=[O:20])[CH:17]2[CH2:18][CH2:19]1)[c:5]1[cH:6][cH:7][cH:8][cH:9][cH:10]1.[CH3:28][OH:29].[Pd:31]>>[NH:11]1[CH2:12][CH:13]2[CH2:14][CH:15]([c:21]3[c:22]([F:27])[cH:23][cH:24][cH:25][cH:26]3)[C:16](=[O:20])[CH:17]2[CH2:18][CH2:19]1. Starting materials: CC(C)(C)OP(=O)([O-])OC(C)(C)C, C1CCOC1, CCCC[N+](CCCC)(CCCC)CCCC, CC(=O)N(CC1CN(c2ccc(N3Cc4cn(C)nc4C3)c(F)c2)C(=O)O1)C(=O)OC(C)Cl, [I-], [Na+]. Yields the product CC(=O)N(CC1CN(c2ccc(N3Cc4cn(C)nc4C3)c(F)c2)C(=O)O1)C(=O)OC(C)OP(=O)(OC(C)(C)C)OC(C)(C)C. RXN SMILES: [C:53]([CH3:54])([CH3:55])([CH3:56])[O:57][P:58](=[O:59])([O:60][C:61]([CH3:62])([CH3:63])[CH3:64])[O-:65].[CH2:66]1[O:67][CH2:68][CH2:69][CH2:70]1.[CH3:36][CH2:37][CH2:38][CH2:39][N+:40]([CH2:41][CH2:42][CH2:43][CH3:44])([CH2:45][CH2:46][CH2:47][CH3:48])[CH2:49][CH2:50][CH2:51][CH3:52].[Cl:1][CH:2]([CH3:3])[O:4][C:5]([N:6]([CH2:7][CH:8]1[CH2:9][N:10]([c:14]2[cH:15][c:16]([F:29])[c:17]([N:20]3[CH2:21][c:22]4[n:23][n:24]([CH3:28])[cH:25][c:26]4[CH2:27]3)[cH:18][cH:19]2)[C:11](=[O:13])[O:12]1)[C:30]([CH3:31])=[O:32])=[O:33].[I-:35].[Na+:34]>>[CH:2]([CH3:3])([O:4][C:5]([N:6]([CH2:7][CH:8]1[CH2:9][N:10]([c:14]2[cH:15][c:16]([F:29])[c:17]([N:20]3[CH2:21][c:22]4[n:23][n:24]([CH3:28])[cH:25][c:26]4[CH2:27]3)[cH:18][cH:19]2)[C:11](=[O:13])[O:12]1)[C:30]([CH3:31])=[O:32])=[O:33])[O:65][P:58]([O:57][C:53]([CH3:54])([CH3:55])[CH3:56])(=[O:59])[O:60][C:61]([CH3:62])([CH3:63])[CH3:64]. Starting materials: COc1cc(C(C)=O)ccc1OCc1ccccc1, ClCCl, O, O=[N+]([O-])O, O=S(=O)(O)O. Yields the product COc1cc(C(C)=O)c([N+](=O)[O-])cc1OCc1ccccc1. As a reaction SMILES: [CH2:1]([c:2]1[cH:3][cH:4][cH:5][cH:6][cH:7]1)[O:8][c:9]1[c:10]([O:18][CH3:19])[cH:11][c:12]([C:15]([CH3:16])=[O:17])[cH:13][cH:14]1.[Cl:30][CH2:31][Cl:32].[OH2:29].[OH:20][N+:21]([O-:22])=[O:23].[S:24](=[O:25])(=[O:26])([OH:27])[OH:28]>>[CH2:1]([c:2]1[cH:3][cH:4][cH:5][cH:6][cH:7]1)[O:8][c:9]1[c:10]([O:18][CH3:19])[cH:11][c:12]([C:15]([CH3:16])=[O:17])[c:13]([N+:21](=[O:20])[O-:22])[cH:14]1. As a reaction SMILES: [C:14]([c:15]1[cH:16][cH:17][c:18]([O:21][CH3:22])[cH:19][cH:20]1)(=[O:23])[Cl:24].[C:1]([c:2]1[c:3]([NH2:4])[cH:5][cH:6][cH:7][cH:8]1)(=[O:9])[O:10][CH3:11].[CH3:25][C:26](=[O:27])[OH:28].[Cl:29][CH2:30][Cl:31].[Na+:13].[OH-:12].[OH2:32]>>[C:1]([c:2]1[c:3]([NH:4][C:14]([c:15]2[cH:16][cH:17][c:18]([O:21][CH3:22])[cH:19][cH:20]2)=[O:23])[cH:5][cH:6][cH:7][cH:8]1)(=[O:9])[O:10][CH3:11]. The reactants are COc1ccc(C(=O)Cl)cc1, COC(=O)c1ccccc1N, CC(=O)O, ClCCl, [Na+], [OH-], O. The product is COC(=O)c1ccccc1NC(=O)c1ccc(OC)cc1.